Dataset: the Open Reaction Database (ORD), a public repository of structured organic reaction records. Task: describe an organic reaction: reactants, conditions, products, and yield RXN SMILES: [ClH:1].Br[C:3]1[CH:25]=[CH:24][C:6]([CH2:7][O:8][C:9]2[CH:10]=[C:11]3[C:16](=[CH:17][CH:18]=2)[CH2:15][CH:14]([CH2:19][CH2:20][N:21]([CH3:23])[CH3:22])[CH2:13][CH2:12]3)=[CH:5][CH:4]=1.[C:26]1([CH3:32])[CH:31]=[CH:30][CH:29]=[CH:28][CH:27]=1.C([OH:35])C.C(=O)([O-])[O-].[Na+].[Na+]>O.[Pd].C1(P(C2C=CC=CC=2)C2C=CC=CC=2)C=CC=CC=1.C1(P(C2C=CC=CC=2)C2C=CC=CC=2)C=CC=CC=1.C1(P(C2C=CC=CC=2)C2C=CC=CC=2)C=CC=CC=1.C1(P(C2C=CC=CC=2)C2C=CC=CC=2)C=CC=CC=1>[ClH:1].[CH3:22][N:21]([CH2:20][CH2:19][CH:14]1[CH2:13][CH2:12][C:11]2[C:16](=[CH:17][CH:18]=[C:9]([O:8][CH2:7][C:6]3[CH:24]=[CH:25][C:3]([C:28]4[CH:29]=[CH:30][CH:31]=[C:26]([CH:32]=[O:35])[CH:27]=4)=[CH:4][CH:5]=3)[CH:10]=2)[CH2:15]1)[CH3:23] |f:0.1,4.5.6,8.9.10.11.12,13.14|. Yields the product Cl.CN(C)CCC1CC2=CC=C(C=C2CC1)OCC1=CC=C(C=C1)C1=CC(=CC=C1)C=O ((+)-2-[2-(N,N-Dimethylamino)ethyl]-6-(3′-formylbiphenyl-4-yl)methoxytetralin Hydrochloride). Reactants: Cl.BrC1=CC=C(COC=2C=C3CCC(CC3=CC2)CCN(C)C)C=C1 ((+)-6-(4-bromobenzyl)oxy-2-[2-(N,N-dimethylamino)ethyl]tetralin hydrochloride), C1(=CC=CC=C1)C (toluene), C(C)O (ethanol), C([O-])([O-])=O.[Na+].[Na+] (sodium carbonate), 3-Formylbenzeneboric acid. The reagents and catalysts are [Pd].C1(=CC=CC=C1)P(C1=CC=CC=C1)C1=CC=CC=C1.C1(=CC=CC=C1)P(C1=CC=CC=C1)C1=CC=CC=C1.C1(=CC=CC=C1)P(C1=CC=CC=C1)C1=CC=CC=C1.C1(=CC=CC=C1)P(C1=CC=CC=C1)C1=CC=CC=C1 (tetrakis(triphenylphosphine) palladium). The solvent is O (water). Reported procedure: A mixture of (+)-6-(4-bromobenzyl)oxy-2-[2-(N,N-dimethylamino)ethyl]tetralin hydrochloride (1 g), toluene (20 ml), ethanol (2.5 ml), and 2 M aqueous sodium carbonate (2.5 ml) was stirred at room temperature for 10 min. 3-Formylbenzeneboric acid (460 mg) and tetrakis(triphenylphosphine) palladium (82 mg) were added and the reaction mixture was heated under reflux for 14 hr under argon. After cooling, the reaction mixture was diluted with water and extracted with ethyl acetate. The organic layer w... Run at time 10 minute. The product is Fc1ccc(CSC=CC(=Nc2ccccc2)SCc2ccccc2)cc1. Reaction SMILES: [CH3:28][C:29]([CH3:30])([O-:31])[CH3:32].[CH:34]([Cl:35])([Cl:36])[Cl:37].[F:19][c:20]1[cH:21][cH:22][c:23]([CH2:24][SH:25])[cH:26][cH:27]1.[K+:33].[c:1]1([N:7]=[C:8]([C:9]#[CH:10])[S:11][CH2:12][c:13]2[cH:14][cH:15][cH:16][cH:17][cH:18]2)[cH:2][cH:3][cH:4][cH:5][cH:6]1>>[c:1]1([N:7]=[C:8]([CH:9]=[CH:10][S:25][CH2:24][c:23]2[cH:22][cH:21][c:20]([F:19])[cH:27][cH:26]2)[S:11][CH2:12][c:13]2[cH:14][cH:15][cH:16][cH:17][cH:18]2)[cH:2][cH:3][cH:4][cH:5][cH:6]1. The reactants are CC(C)(C)[O-], ClC(Cl)Cl, Fc1ccc(CS)cc1, [K+], C#CC(=Nc1ccccc1)SCc1ccccc1.